This data is from the Open Reaction Database (ORD), a public repository of structured organic reaction records. The task is: describe an organic reaction: reactants, conditions, products, and yield Reactants: [Cl-].[NH4+] (ammonium chloride), BrC1=CC=C(C=C1)CC(=O)OCC (ethyl 4-bromophenylacetate), solution, C[Mg]Br (methylmagnesium bromide), C(C)OCC (diethyl ether). The solvent is C1(=CC=CC=C1)C.O1CCCC1 (toluene tetrahydrofuran). Conditions: temperature 40 celsius. The product is BrC1=CC=C(C=C1)CC(C)(O)C (1-(4-bromophenyl)-2-methyl-propan-2-ol). Isolated yield 93.0%. Reaction SMILES: [Br:1][C:2]1[CH:7]=[CH:6][C:5]([CH2:8]C(OCC)=O)=[CH:4][CH:3]=1.[CH3:14][Mg]Br.[Cl-].[NH4+].C([O:21][CH2:22][CH3:23])C>C1(C)C=CC=CC=1.O1CCCC1>[Br:1][C:2]1[CH:7]=[CH:6][C:5]([CH2:8][C:22]([CH3:23])([OH:21])[CH3:14])=[CH:4][CH:3]=1 |f:2.3,5.6|. Procedure: A solution of 4 g (16.5 mmol) of ethyl 4-bromophenylacetate in 60 ml of diethyl ether was treated with 26 ml (36.4 mmol) of a 1.4M solution of methylmagnesium bromide in toluene/tetrahydrofuran (3:1) and the mixture heated at 40° C. for 1 hour and then cooled. 100 ml of saturated aqueous ammonium chloride were added and the phases separated. The organic phase was dried over magnesium sulfate, filtered and evaporated to give 3.5 g (93%) of 1-(4-bromophenyl)-2-methyl-propan-2-ol as a colorless oil... Starting materials: NC1=C(C=C(C=2C(C3=CC=CC=C3C(C12)=O)=O)SC1=C(C(=C(C(=C1C)S(=O)(=O)O)C)N)C)S(=O)(=O)O (1-Amino-4-(3'-amino-2',4',6'-trimethyl-5'-sulfophenylthio)anthraquinone-2-sulfonic acid), N1=C(Cl)N=C(Cl)N=C1Cl (cyanuric chloride), 1-aminobenzene 3-β-sulfatoethylsulfone, NC=1C=C(C=CC1)S(=O)(=O)O (3-aminobenzenesulfonic acid). Yields the product C1=CC=CC=2C(C3=CC=CC=C3C(C12)=O)=O (anthraquinone). Reaction SMILES: N[C:2]1[C:15]2[C:14](=[O:16])[C:13]3[C:8](=[CH:9][CH:10]=[CH:11][CH:12]=3)[C:7](=[O:17])[C:6]=2[C:5](SC2C(C)=C(S(O)(=O)=O)C(C)=C(N)C=2C)=[CH:4][C:3]=1S(O)(=O)=O.N1C(Cl)=NC(Cl)=NC=1Cl.NC1C=C(S(O)(=O)=O)C=CC=1>>[CH:9]1[C:8]2[C:7](=[O:17])[C:6]3[C:15](=[CH:2][CH:3]=[CH:4][CH:5]=3)[C:14](=[O:16])[C:13]=2[CH:12]=[CH:11][CH:10]=1. Procedure: 1-Amino-4-(3'-amino-2',4',6'-trimethyl-5'-sulfophenylthio)anthraquinone-2-sulfonic acid (23.7 parts), cyanuric chloride (9.3 parts) and 1-aminobenzene-3-β-sulfatoethylsulfone (14.1 parts) were subjected to condensation reactions one after another in an aqueous medium in a usual manner, followed by a further condensation reaction with 3-aminobenzenesulfonic acid (8.7 parts) at 50° to 60° C. under a weak acid condition. Thereafter, salting out of the reaction mixture gave an anthraquinone compound... Reactants: C(=O)(O)C1=CC=C(OCC2=CC=CC=C2)C=C1 (4-carboxyphenoxy phenyl methane), [OH-].[K+] (potassium hydroxide), [K] (potassium). Solvent: O (water). Product: C(=O)(O)C1=CC=C(OCC2=CC=CC=C2)C=C1.[K] (Potassium 4-carboxyphenoxy phenyl methane). RXN SMILES: [C:1]([C:4]1[CH:17]=[CH:16][C:7]([O:8][CH2:9][C:10]2[CH:15]=[CH:14][CH:13]=[CH:12][CH:11]=2)=[CH:6][CH:5]=1)([OH:3])=[O:2].[OH-].[K+].[K:20]>O>[C:1]([C:4]1[CH:17]=[CH:16][C:7]([O:8][CH2:9][C:10]2[CH:15]=[CH:14][CH:13]=[CH:12][CH:11]=2)=[CH:6][CH:5]=1)([OH:3])=[O:2].[K:20] |f:1.2,5.6,^1:19,38|. Procedure details: A mixture of 4-carboxyphenoxy phenyl methane (5.7g.; 0.025 mole) and potassium hydroxide (1.4g.; 0.025 mole) in water (40ml) were heated at reflux for 1 hr., on cooling the potassium salt was filtered off and dried, m.p. > 340°. RXN SMILES: [Br:9][CH:10]([C:11](=[O:12])[O:13][CH2:14][CH3:15])[C:16](=[O:17])[O:18][CH2:19][CH3:20].[CH3:1][NH:2][c:3]1[cH:4][cH:5][cH:6][cH:7][cH:8]1.[cH:21]1[cH:22][cH:23][cH:24][cH:25][cH:26]1>>[CH3:1][N:2]([c:3]1[cH:4][cH:5][cH:6][cH:7][cH:8]1)[CH:10]([C:11](=[O:12])[O:13][CH2:14][CH3:15])[C:16](=[O:17])[O:18][CH2:19][CH3:20]. The product is CCOC(=O)C(C(=O)OCC)N(C)c1ccccc1. Starting materials: CCOC(=O)C(Br)C(=O)OCC, CNc1ccccc1, c1ccccc1. Reactants: CN1CCCC1=O, O=C(Cl)Cl, COc1cc(OC)c(Cl)c(N)c1Cl, ClCCl, [N-]=C=O, [Na+], O=C([O-])O, Nc1cc(Nc2ccc(OCCN3CCOCC3)cc2)ncn1, C1COCCO1. The product is COc1cc(OC)c(Cl)c(NC(=O)Nc2cc(Nc3ccc(OCCN4CCOCC4)cc3)ncn2)c1Cl. RXN SMILES: [CH3:55][N:56]1[CH2:57][CH2:58][CH2:59][C:60]1=[O:61].[Cl:1][C:2](=[O:3])[Cl:4].[Cl:5][c:6]1[c:7]([NH2:8])[c:9]([Cl:17])[c:10]([O:15][CH3:16])[cH:11][c:12]1[O:13][CH3:14].[Cl:62][CH2:63][Cl:64].[N-:18]=[C:19]=[O:20].[Na+:48].[O-:44][C:45]([OH:46])=[O:47].[O:21]1[CH2:22][CH2:23][N:24]([CH2:27][CH2:28][O:29][c:30]2[cH:31][cH:32][c:33]([NH:36][c:37]3[n:38][cH:39][n:40][c:41]([NH2:43])[cH:42]3)[cH:34][cH:35]2)[CH2:25][CH2:26]1.[O:49]1[CH2:50][CH2:51][O:52][CH2:53][CH2:54]1>>[Cl:5][c:6]1[c:7]([NH:8][C:19]([NH:18][c:41]2[n:40][cH:39][n:38][c:37]([NH:36][c:33]3[cH:32][cH:31][c:30]([O:29][CH2:28][CH2:27][N:24]4[CH2:23][CH2:22][O:21][CH2:26][CH2:25]4)[cH:35][cH:34]3)[cH:42]2)=[O:20])[c:9]([Cl:17])[c:10]([O:15][CH3:16])[cH:11][c:12]1[O:13][CH3:14]. Starting materials: CCOC(=O)CC1CC1c1cc(F)c(OCc2ccccc2)c(F)c1, CCOC(C)=O, CCO. Yields the product CCOC(=O)CC1CC1c1cc(F)c(O)c(F)c1. Reaction SMILES: [CH2:1]([c:2]1[cH:3][cH:4][cH:5][cH:6][cH:7]1)[O:8][c:9]1[c:10]([F:25])[cH:11][c:12]([CH:16]2[CH:17]([CH2:19][C:20](=[O:21])[O:22][CH2:23][CH3:24])[CH2:18]2)[cH:13][c:14]1[F:15].[CH3:26][CH2:27][O:28][C:29]([CH3:30])=[O:31].[CH3:32][CH2:33][OH:34]>>[OH:8][c:9]1[c:10]([F:25])[cH:11][c:12]([CH:16]2[CH:17]([CH2:19][C:20](=[O:21])[O:22][CH2:23][CH3:24])[CH2:18]2)[cH:13][c:14]1[F:15]. The reactants are Cl (hydrochloric acid), C(#N)C1=CC=C(OCCCN2CCC(CC2)OC(C2=CC=CC=C2)C2=CC=CC=C2)C=C1 (1-[3-(4-cyanophenoxy)propyl]-4diphenylmethoxypiperidine), [Cl-].[NH4+] (ammonium chloride), [N-]=[N+]=[N-].[Na+] (sodium azide), N(=O)[O-].[Na+] (sodium nitrite). The solvent is O (water), CN(C=O)C (dimethylformamide), O (water), CCCCCC (n-hexane). Conditions: temperature 45 celsius, time 15 minute. The product is N1N=NN=C1C1=CC=C(OCCCN2CCC(CC2)OC(C2=CC=CC=C2)C2=CC=CC=C2)C=C1 (1-{3-[4-(1,2,3,4-tetrazol-5-yl)phenoxy]propyl)-4-diphenylmethoxypiperidine). The yield is 65.2%. As a reaction SMILES: [C:1]([C:3]1[CH:32]=[CH:31][C:6]([O:7][CH2:8][CH2:9][CH2:10][N:11]2[CH2:16][CH2:15][CH:14]([O:17][CH:18]([C:25]3[CH:30]=[CH:29][CH:28]=[CH:27][CH:26]=3)[C:19]3[CH:24]=[CH:23][CH:22]=[CH:21][CH:20]=3)[CH2:13][CH2:12]2)=[CH:5][CH:4]=1)#[N:2].[Cl-].[NH4+].[N-:35]=[N+:36]=[N-:37].[Na+].Cl.N([O-])=O.[Na+]>CN(C)C=O.O.CCCCCC>[NH:35]1[C:1]([C:3]2[CH:4]=[CH:5][C:6]([O:7][CH2:8][CH2:9][CH2:10][N:11]3[CH2:16][CH2:15][CH:14]([O:17][CH:18]([C:25]4[CH:30]=[CH:29][CH:28]=[CH:27][CH:26]=4)[C:19]4[CH:20]=[CH:21][CH:22]=[CH:23][CH:24]=4)[CH2:13][CH2:12]3)=[CH:31][CH:32]=2)=[N:2][N:37]=[N:36]1 |f:1.2,3.4,6.7|. Reported procedure: 1.67 g (3.92 mmol) of 1-[3-(4-cyanophenoxy)propyl]-4diphenylmethoxypiperidine dissolved in 15 ml of dimethylformamide was added 1.26 g (23.6 mmol) of ammonium chloride, and the mixture was stirred at 45° C. for 15 minutes. Subsequently, 1.02 g (15.7 mmol) of sodium azide was added to the mixture, and the mixture was stirred at 100° C. to 110° C. for 12 hours. After completion of the reaction, the reaction mixture was allowed to cool to 70° C., and a solution of 1.6 ml of conc. hydrochloric acid ...